From a dataset of the Open Reaction Database (ORD), a public repository of structured organic reaction records. describe an organic reaction: reactants, conditions, products, and yield The reactants are solution, BrC1=CC2=C(C=C(CO2)S(=O)(=O)N2CC(N(CC2)NC2CCN(CC2)C2=CC=NC=C2)=O)C=C1 (4-(7-bromo-2H-benzopyran-3-sulfonyl)-1-[1-(4-pyridyl)-4-piperidinylamino]-2-piperazinone), Cl (hydrochloric acid). Run in C(C)(=O)OCC (ethyl acetate), CO (methanol). The product is Cl.Cl.BrC1=CC2=C(C=C(CO2)S(=O)(=O)N2CC(N(CC2)NC2CCN(CC2)C2=CC=NC=C2)=O)C=C1 (4-(7-Bromo-2H-benzopyran-3-sulfonyl)-1-[1-(4-pyridyl)-4-piperidinylamino]-2-piperazinone dihydrochloride). Reaction SMILES: [Br:1][C:2]1[CH:34]=[CH:33][C:5]2[CH:6]=[C:7]([S:10]([N:13]3[CH2:18][CH2:17][N:16]([NH:19][CH:20]4[CH2:25][CH2:24][N:23]([C:26]5[CH:31]=[CH:30][N:29]=[CH:28][CH:27]=5)[CH2:22][CH2:21]4)[C:15](=[O:32])[CH2:14]3)(=[O:12])=[O:11])[CH2:8][O:9][C:4]=2[CH:3]=1.[ClH:35]>CO.C(OCC)(=O)C>[ClH:35].[ClH:35].[Br:1][C:2]1[CH:34]=[CH:33][C:5]2[CH:6]=[C:7]([S:10]([N:13]3[CH2:18][CH2:17][N:16]([NH:19][CH:20]4[CH2:25][CH2:24][N:23]([C:26]5[CH:31]=[CH:30][N:29]=[CH:28][CH:27]=5)[CH2:22][CH2:21]4)[C:15](=[O:32])[CH2:14]3)(=[O:11])=[O:12])[CH2:8][O:9][C:4]=2[CH:3]=1 |f:4.5.6|. Reported procedure: A suspension of 4-(7-bromo-2H-benzopyran-3-sulfonyl)-1-[1-(4-pyridyl)-4-piperidinylamino]-2-piperazinone (600 mg) in methanol (20 ml) was combined with a 4N solution of hydrochloric acid in ethyl acetate (1 ml) to effect a dissolution and the solution was then concentrated. The residue was crystallized from a mixture of ethanol and ethyl acetate, filtered and dried to obtain the title compound (596 mg) as a colorless solid. Reactants: C(C)#N (acetonitrile), COC(=O)C=1OC(=CC1)C#N (5-cyano-furan-2-carboxylic acid methyl ester), [H-].[Na+] (sodium hydride), Cl (hydrochloric acid). The solvent is C1CCOC1 (THF), C1CCOC1 (THF). Product: C(#N)CC(=O)C1=CC=C(O1)C#N (5-cyanoacetyl-furan-2-carbonitrile). The yield is 43.4%. Reaction SMILES: [H-].[Na+].[C:3](#[N:5])[CH3:4].C[O:7][C:8]([C:10]1[O:11][C:12]([C:15]#[N:16])=[CH:13][CH:14]=1)=O.Cl>C1COCC1>[C:3]([CH2:4][C:8]([C:10]1[O:11][C:12]([C:15]#[N:16])=[CH:13][CH:14]=1)=[O:7])#[N:5] |f:0.1|. Procedure: To 1,67 g (41.7 mmol, 60% dispersion in mineral oil) sodium hydride in a 2-necked flask fitted with a reflux condenser was added dropwise 150 ml THF and the mixture was then heated to reflux. A solution of 1.0 ml (208 mmol) acetonitrile and 6.30 g (41.7 mmol) 5-cyano-furan-2-carboxylic acid methyl ester in 100 ml dry THF was added dropwise and the reaction mixture heated at reflux for 4 hours. The reaction mixture was then cannulated into a rapidly stirred solution of 1M hydrochloric acid at 0° ...